From a dataset of the Open Reaction Database (ORD), a public repository of structured organic reaction records. describe an organic reaction: reactants, conditions, products, and yield The reactants are NC=1SC=C(N1)CCl (2-amino-4-chloromethyl-1,3-thiazole), C(C)(C)(C)OC(=O)NCCS (2-t-butyloxycarbonylaminoethanethiol), C([O-])([O-])=O.[K+].[K+] (potassium carbonate). The solvent is CN(C=O)C (dimethylformamide). Reaction conditions: time 1 hour. Product: NC=1SC=C(N1)CSCCNC(=O)OC(C)(C)C (2-Amino-4-(2-t-butyloxycarbonylaminoethylthiomethyl)-1,3-thiazole). Yield: 64.0%. As a reaction SMILES: [NH2:1][C:2]1[S:3][CH:4]=[C:5]([CH2:7]Cl)[N:6]=1.[C:9]([O:13][C:14]([NH:16][CH2:17][CH2:18][SH:19])=[O:15])([CH3:12])([CH3:11])[CH3:10].C(=O)([O-])[O-].[K+].[K+]>CN(C)C=O>[NH2:1][C:2]1[S:3][CH:4]=[C:5]([CH2:7][S:19][CH2:18][CH2:17][NH:16][C:14]([O:13][C:9]([CH3:12])([CH3:11])[CH3:10])=[O:15])[N:6]=1 |f:2.3.4|. Procedure details: To a solution of 2-amino-4-chloromethyl-1,3-thiazole (16.2 g, 0.108 mol) in dimethylformamide (80 mL) was added 2-t-butyloxycarbonylaminoethanethiol (28.9 g, 0.163 mol) followed by potassium carbonate (45 g, 0.326 mol). After 1 hour of vigorous stirring reaction mixture was partitioned between ethyl acetate and water. Organic layer was thoroughly washed with water, dried over sodium sulfate and concentrated under reduced pressure. Flash column chromatography of the oily residue (2% methanol in m... Starting materials: C(C)OC(C(CCCCCCCCCCCC)OC1=CC(=CC=C1)[N+](=O)[O-])=O (2-(m-nitrophenoxy)-myristic acid ethyl ester), [H][H] (hydrogen). The reagents and catalysts are [Ni] (Raney nickel). Solvent: C(C)O (ethanol). Product: C(C)OC(C(CCCCCCCCCCCC)OC1=CC(=CC=C1)N)=O (2-(m-aminophenoxy)-myristic acid ethyl ester). Reaction SMILES: [CH2:1]([O:3][C:4](=[O:28])[CH:5]([O:18][C:19]1[CH:24]=[CH:23][CH:22]=[C:21]([N+:25]([O-])=O)[CH:20]=1)[CH2:6][CH2:7][CH2:8][CH2:9][CH2:10][CH2:11][CH2:12][CH2:13][CH2:14][CH2:15][CH2:16][CH3:17])[CH3:2].[H][H]>C(O)C.[Ni]>[CH2:1]([O:3][C:4](=[O:28])[CH:5]([O:18][C:19]1[CH:24]=[CH:23][CH:22]=[C:21]([NH2:25])[CH:20]=1)[CH2:6][CH2:7][CH2:8][CH2:9][CH2:10][CH2:11][CH2:12][CH2:13][CH2:14][CH2:15][CH2:16][CH3:17])[CH3:2]. Reported procedure: A solution of 154 g (0.39 mol) of 2-(m-nitrophenoxy)-myristic acid ethyl ester in 500 ml of ethanol is placed in an autoclave. An amount of 8 ml of Raney nickel is added. Reduction of the nitro group is carried out with hydrogen gas at an initial pressure of 10-10.5 MPa and a temperature of 65° C. After the reduction (2 h) the solvent is removed by evaporation. The reactants are C=Cc1ccccc1C1C(N2C(=O)OCC2c2ccccc2)C(=O)N1C(CC(C)C)C(=O)OC, C1CCOC1, O. Yields the product C=Cc1ccccc1C1C(N2C(=O)OCC2c2ccccc2)C(=O)N1C(CC(C)C)C(=O)O. RXN SMILES: [CH2:1]([CH:2]([CH3:3])[CH3:4])[CH:5]([C:6](=[O:7])[O:8][CH3:9])[N:10]1[C:11](=[O:34])[CH:12]([N:22]2[C:23](=[O:33])[O:24][CH2:25][CH:26]2[c:27]2[cH:28][cH:29][cH:30][cH:31][cH:32]2)[CH:13]1[c:14]1[c:15]([CH:16]=[CH2:17])[cH:18][cH:19][cH:20][cH:21]1.[O:35]1[CH2:36][CH2:37][CH2:38][CH2:39]1.[OH2:40]>>[CH2:1]([CH:2]([CH3:3])[CH3:4])[CH:5]([C:6](=[O:7])[OH:8])[N:10]1[C:11](=[O:34])[CH:12]([N:22]2[C:23](=[O:33])[O:24][CH2:25][CH:26]2[c:27]2[cH:28][cH:29][cH:30][cH:31][cH:32]2)[CH:13]1[c:14]1[c:15]([CH:16]=[CH2:17])[cH:18][cH:19][cH:20][cH:21]1. Starting materials: C(C1=CC=CC=C1)N1C=NC=C1 (1-benzylimidazole), ClCCCCCCCCCCCCCCCC (1-chlorohexadecane), C(C1=CC=CC=C1)N1C=NC=C1 (1-benzyl imidazole), ClCCCCCCCCCCCCCCCC (1-chlorohexadecane). Run at time 3 day. The product is [Cl-].C(C1=CC=CC=C1)[N+]1=CN(C=C1)CCCCCCCCCCCCCCCC (1-benzyl-3-hexadecyl imidazolium chloride). RXN SMILES: [CH2:1]([N:8]1[CH:12]=[CH:11][N:10]=[CH:9]1)[C:2]1[CH:7]=[CH:6][CH:5]=[CH:4][CH:3]=1.[Cl:13][CH2:14][CH2:15][CH2:16][CH2:17][CH2:18][CH2:19][CH2:20][CH2:21][CH2:22][CH2:23][CH2:24][CH2:25][CH2:26][CH2:27][CH2:28][CH3:29]>>[Cl-:13].[CH2:1]([N+:8]1[CH:12]=[CH:11][N:10]([CH2:29][CH2:28][CH2:27][CH2:26][CH2:25][CH2:24][CH2:23][CH2:22][CH2:21][CH2:20][CH2:19][CH2:18][CH2:17][CH2:16][CH2:15][CH3:14])[CH:9]=1)[C:2]1[CH:3]=[CH:4][CH:5]=[CH:6][CH:7]=1 |f:2.3|. Procedure details: 103 g of 1-benzylimidazole (Aldrich) and 170 g of 1-chlorohexadecane were added into a 2000 ml three-neck round-bottom flask. A refluxing/cooling condenser was set on the left neck. A thermometer was set on the right neck. A rubber stopper was set on the middle neck. Nitrogen gas was breathed into the liquid phase through the needle from the middle neck. The reactants were mixed with vigorous stirring using a magnetic stirrer. Temperature was kept between 70° C. and 80° C. After heating up, 1-be... Starting materials: [Br-], CC(=O)c1ccc2cc(Br)ccc2n1, C1CCOC1, CC(C)(C)[O-], C[P+](c1ccccc1)(c1ccccc1)c1ccccc1, [K+]. The product is C=C(C)c1ccc2cc(Br)ccc2n1. Reaction SMILES: [Br-:21].[Br:7][c:8]1[cH:9][c:10]2[cH:11][cH:12][c:13]([C:18]([CH3:19])=[O:20])[n:14][c:15]2[cH:16][cH:17]1.[CH2:42]1[O:43][CH2:44][CH2:45][CH2:46]1.[CH3:1][C:2]([CH3:3])([O-:4])[CH3:5].[CH3:22][P+:23]([c:24]1[cH:25][cH:26][cH:27][cH:28][cH:29]1)([c:30]1[cH:31][cH:32][cH:33][cH:34][cH:35]1)[c:36]1[cH:37][cH:38][cH:39][cH:40][cH:41]1.[K+:6]>>[CH2:1]=[C:18]([c:13]1[cH:12][cH:11][c:10]2[cH:9][c:8]([Br:7])[cH:17][cH:16][c:15]2[n:14]1)[CH3:19].